The task is: describe an organic reaction: reactants, conditions, products, and yield. This data is from the Open Reaction Database (ORD), a public repository of structured organic reaction records. The reactants are NC1=CC(NC=N1)=O (6-aminopyrimidin-4(3H)-one), C1CCC2=NCCCN2CC1 (DBU), FC1=CC=C(C2=CC=CC=C12)[N+](=O)[O-] (1-fluoro-4-nitronaphthalene). Run in CS(=O)C (DMSO), CS(=O)C (DMSO), CO (MeOH), C(=O)(C(F)(F)F)O (TFA). Product: [N+](=O)([O-])C1=CC=C(C2=CC=CC=C12)OC1=CC(=NC=N1)N (6-(4-Nitronaphthalen-1-yloxy)pyrimidin-4-amine). Isolated yield 16.8%. RXN SMILES: [NH2:1][C:2]1[N:7]=[CH:6][NH:5][C:4](=[O:8])[CH:3]=1.C1CCN2C(=NCCC2)CC1.F[C:21]1[C:30]2[C:25](=[CH:26][CH:27]=[CH:28][CH:29]=2)[C:24]([N+:31]([O-:33])=[O:32])=[CH:23][CH:22]=1>CS(C)=O.CO.C(O)(C(F)(F)F)=O>[N+:31]([C:24]1[C:25]2[C:30](=[CH:29][CH:28]=[CH:27][CH:26]=2)[C:21]([O:8][C:4]2[N:5]=[CH:6][N:7]=[C:2]([NH2:1])[CH:3]=2)=[CH:22][CH:23]=1)([O-:33])=[O:32]. Reported procedure: To a solution of 6-aminopyrimidin-4(3H)-one (866 mg, 7.79 mmol) in DMSO (10.0 mL) at RT was added DBU (1.29 mL, 8.57 mmol) and after 30 min a solution of 1-fluoro-4-nitronaphthalene (1.57 g, 8.18 mmol) in DMSO (3.0 mL) was added over 2 min. The resulting mixture was maintained at RT for 2 hr and was diluted with MeOH (20 mL) and TFA (2.0 mL) was added. The solution was subjected to SCX capture and release and the crude product so obtained was purified by flash column chromatography (SiO2, 80 g, ... Reactants: C(C)(C)(C)OC(NC1=C(C=C(C(=C1)C(C)=O)F)C)=O ((5-Acetyl-4-fluoro-2-methyl-phenyl)-carbamic acid tert-butyl ester), COC(C)(OC)N(C)C ((1,1-dimethoxy-ethyl)-dimethyl-amine), CN(C)C=O (DMF). Run at time 16 hour. Yields the product C(C)(C)(C)OC(NC1=C(C=C(C(=C1)C1=NNC(=C1)C)F)C)=O ([4-fluoro-2-methyl-5-(5-methyl-1H-pyrazol-3-yl)-phenyl]-carbamic acid tert-butyl ester). As a reaction SMILES: [C:1]([O:5][C:6](=[O:19])[NH:7][C:8]1[CH:13]=[C:12]([C:14](=O)[CH3:15])[C:11]([F:17])=[CH:10][C:9]=1[CH3:18])([CH3:4])([CH3:3])[CH3:2].CO[C:22]([N:26](C)C)(OC)[CH3:23].C[N:30](C=O)C>>[C:1]([O:5][C:6](=[O:19])[NH:7][C:8]1[CH:13]=[C:12]([C:14]2[CH:15]=[C:22]([CH3:23])[NH:26][N:30]=2)[C:11]([F:17])=[CH:10][C:9]=1[CH3:18])([CH3:4])([CH3:3])[CH3:2]. Reported procedure: A solution of (5-Acetyl-4-fluoro-2-methyl-phenyl)-carbamic acid tert-butyl ester (425 mg) and (1,1-dimethoxy-ethyl)-dimethyl-amine (653 mg) in DMF (2 ml) was heated at 90° C. for 3 hours, then cooled to room temperature. Solvent was removed under reduced pressure, and the residue was dissolved in a mixture of EtOH (25 ml) and THF (5 ml). The mixture was cooled to 0° C., and hydrazine hydrate (5 ml) at 0° C. was added. The mixture was stirred for 16 hours at room temperature, then concentrated un...